This data is from the Open Reaction Database (ORD), a public repository of structured organic reaction records. The task is: describe an organic reaction: reactants, conditions, products, and yield Starting materials: S1C(=NC2=C1C=CC=C2)N2CC(C2)OC2=CC=C(C=C2)C2C(CN(CC2)C(=O)OCC2=CC=CC=C2)OCC=2C=CC1=C(N(CCO1)CCCOC)C2 (benzyl 4-[4-(1-benzothiazol-2-ylazetidin-3-yloxy)phenyl]-3-[4-(3-methoxypropyl)-3,4-dihydro-2H-benzo[1,4]oxazin-6-ylmethoxy]piperidinecarboxylate), CO (methanol), [OH-].[K+] (KOH). Solvent: O1CCOCC1 (dioxane), O (water). Reaction conditions: temperature 100 celsius, time 5 hour. Yields the product S1C(=NC2=C1C=CC=C2)N2CC(C2)OC2=CC=C(C=C2)C2C(CNCC2)OCC=2C=CC1=C(N(CCO1)CCCOC)C2 (6-{4-[4-(1-Benzothiazol-2-ylazetidin-3-yloxy)phenyl]piperidin-3-yloxymethyl}-4-(3-methoxypropyl)-3,4-dihydro-2H-benzo[1,4]oxazine), SiO2. As a reaction SMILES: [S:1]1[C:5]2[CH:6]=[CH:7][CH:8]=[CH:9][C:4]=2[N:3]=[C:2]1[N:10]1[CH2:13][CH:12]([O:14][C:15]2[CH:20]=[CH:19][C:18]([CH:21]3[CH2:26][CH2:25][N:24](C(OCC4C=CC=CC=4)=O)[CH2:23][CH:22]3[O:37][CH2:38][C:39]3[CH:40]=[CH:41][C:42]4[O:47][CH2:46][CH2:45][N:44]([CH2:48][CH2:49][CH2:50][O:51][CH3:52])[C:43]=4[CH:53]=3)=[CH:17][CH:16]=2)[CH2:11]1.CO.[OH-].[K+]>O1CCOCC1.O>[S:1]1[C:5]2[CH:6]=[CH:7][CH:8]=[CH:9][C:4]=2[N:3]=[C:2]1[N:10]1[CH2:11][CH:12]([O:14][C:15]2[CH:20]=[CH:19][C:18]([CH:21]3[CH2:26][CH2:25][NH:24][CH2:23][CH:22]3[O:37][CH2:38][C:39]3[CH:40]=[CH:41][C:42]4[O:47][CH2:46][CH2:45][N:44]([CH2:48][CH2:49][CH2:50][O:51][CH3:52])[C:43]=4[CH:53]=3)=[CH:17][CH:16]=2)[CH2:13]1 |f:2.3|. Procedure: 0.207 g of benzyl 4-[4-(1-benzothiazol-2-ylazetidin-3-yloxy)phenyl]-3-[4-(3-methoxypropyl)-3,4-dihydro-2H-benzo[1,4]oxazin-6-ylmethoxy]piperidinecarboxylate is dissolved in 8 ml of dioxane. 8 ml each of methanol and 40% KOH are added and the reaction mixture is stirred in a sealed flask at 100° C. over 5 hours. The reaction mixture is subsequently cooled to room temperature, diluted with 40 ml of water and extracted with ethyl acetate (3×40 ml). The combined organic phases are washed with 40 ml ... Reactants: CN1C(=NN=C1C1=CC=CC=C1)S (4-methyl-5-phenyl-4H-1,2,4-triazole-3-thiol), O (H2O), CI (CH3I). Solvent: [OH-].[Na+] (NaOH), CCO (EtOH). Reaction conditions: time 15 minute. Product: CN1C(=NN=C1C1=CC=CC=C1)SC (4-methyl-3-(methylthio)-5-phenyl-4H-1,2,4-triazole). Reaction SMILES: [CH3:1][N:2]1[C:6]([C:7]2[CH:12]=[CH:11][CH:10]=[CH:9][CH:8]=2)=[N:5][N:4]=[C:3]1[SH:13].O.[CH3:15]I>[OH-].[Na+].CCO>[CH3:1][N:2]1[C:6]([C:7]2[CH:12]=[CH:11][CH:10]=[CH:9][CH:8]=2)=[N:5][N:4]=[C:3]1[S:13][CH3:15] |f:3.4|. Procedure: To a solution of 4-methyl-5-phenyl-4H-1,2,4-triazole-3-thiol (2.00 g, 10 mmol) in NaOH 1.0 M in H2O (21 ml, 21 mmol) was added a solution of CH3I (0.98 mL, 16 mmol) in 6 mL EtOH. The reaction became cloudy and then clear. After 15 min, a white solid precipitated out of the reaction. The reaction was filtered, rinsing with water. The solid was collected and dried in vacuo to give 4-methyl-3-(methylthio)-5-phenyl-4H-1,2,4-triazole as a white solid. MS m/z=206 [M+H]+. Calc'd for C10H11N3S: 205.3. Reactants: C1CCOC1, O=c1onc(-c2nonc2CO)n1-c1ccc(F)c(Cl)c1, CCOC(=O)N=NC(=O)OCC, Oc1ccccc1, c1ccc(P(c2ccccc2)c2ccccc2)cc1. The product is O=c1onc(-c2nonc2COc2ccccc2)n1-c1ccc(F)c(Cl)c1. As a reaction SMILES: [CH2:60]1[O:61][CH2:62][CH2:63][CH2:64]1.[Cl:1][c:2]1[cH:3][c:4](-[n:9]2[c:10](-[c:15]3[n:16][o:17][n:18][c:19]3[CH2:20][OH:21])[n:11][o:12][c:13]2=[O:14])[cH:5][cH:6][c:7]1[F:8].[O:48]=[C:49]([O:50][CH2:51][CH3:52])[N:53]=[N:54][C:55]([O:56][CH2:57][CH3:58])=[O:59].[OH:22][c:23]1[cH:24][cH:25][cH:26][cH:27][cH:28]1.[c:29]1([P:30]([c:31]2[cH:32][cH:33][cH:34][cH:35][cH:36]2)[c:37]2[cH:38][cH:39][cH:40][cH:41][cH:42]2)[cH:43][cH:44][cH:45][cH:46][cH:47]1>>[Cl:1][c:2]1[cH:3][c:4](-[n:9]2[c:10](-[c:15]3[n:16][o:17][n:18][c:19]3[CH2:20][O:21][c:23]3[cH:24][cH:25][cH:26][cH:27][cH:28]3)[n:11][o:12][c:13]2=[O:14])[cH:5][cH:6][c:7]1[F:8].